This data is from the Open Reaction Database (ORD), a public repository of structured organic reaction records. The task is: describe an organic reaction: reactants, conditions, products, and yield The reactants are solid, Cl.Cl.FC1=CC=C(C=2C=COC21)C2CCN(CC2)CC[C@@H]2CC[C@H](CC2)N (trans-4-{2-[4-(7-fluoro-benzofuran-4-yl)-piperidin-1-yl]-ethyl}-cyclohexylamine dihydrochloride), Cl.Cl.FC1=CC=C(C=2C=COC21)C2CCN(CC2)CC[C@@H]2CC[C@H](CC2)N (trans-4-{2-[4-(7-fluoro-benzofuran-4-yl)-piperidin-1-yl]-ethyl}-cyclohexylamine dihydrochloride), C(C)(=O)O (acetic acid). The product is FC1=CC=C(C=2C=COC21)C2CCN(CC2)CC[C@@H]2CC[C@H](CC2)NC(C)=O (trans-N-(4-{2-[4-(7-Fluoro-benzofuran-4-yl)-piperidin-1-yl]-ethyl}-cyclohexyl)-acetamide). As a reaction SMILES: Cl.Cl.[F:3][C:4]1[C:12]2[O:11][CH:10]=[CH:9][C:8]=2[C:7]([CH:13]2[CH2:18][CH2:17][N:16]([CH2:19][CH2:20][C@H:21]3[CH2:26][CH2:25][C@H:24]([NH2:27])[CH2:23][CH2:22]3)[CH2:15][CH2:14]2)=[CH:6][CH:5]=1.[C:28](O)(=[O:30])[CH3:29]>>[F:3][C:4]1[C:12]2[O:11][CH:10]=[CH:9][C:8]=2[C:7]([CH:13]2[CH2:18][CH2:17][N:16]([CH2:19][CH2:20][C@H:21]3[CH2:22][CH2:23][C@H:24]([NH:27][C:28](=[O:30])[CH3:29])[CH2:25][CH2:26]3)[CH2:15][CH2:14]2)=[CH:6][CH:5]=1 |f:0.1.2|. Reported procedure: The title compound, white solid (60 mg, 62%), MS (ISP) m/z=387.3 [(M+H)+], mp 203.5° C., was prepared in accordance with the general method of example 1 from trans-4-{2-[4-(7-fluoro-benzofuran-4-yl)-piperidin-1-yl]-ethyl}-cyclohexylamine dihydrochloride (intermediate C) (104 mg, 0.25 mmol) and acetic acid. Reactants: ClC1=C(C=CC(=C1)Cl)C=1C(=C(SC1C1=NN=CN1)C1=NC(=NC=C1)S(=O)(=O)C)C#N (4-(2,4-dichlorophenyl)-2-[2-(methylsulfonyl)pyrimidin-4-yl]-5-(4H-1,2,4-triazol-3-yl)thiophene-3-carbonitrile), O1CCCC1 (Tetrahydrofuran), CN (Methylamine). Run at time 1 hour. Yields the product ClC1=C(C=CC(=C1)Cl)C=1C(=C(SC1C1=NN=CN1)C1=NC(=NC=C1)NC)C#N (4-(2,4-dichlorophenyl)-2-[2-(methylamino)pyrimidin-4-yl]-5-(4H-1,2,4-triazol-3-yl)thiophene-3-carbonitrile). The yield is 81.0%. As a reaction SMILES: [Cl:1][C:2]1[CH:7]=[C:6]([Cl:8])[CH:5]=[CH:4][C:3]=1[C:9]1[C:10]([C:29]#[N:30])=[C:11]([C:19]2[CH:24]=[CH:23][N:22]=[C:21](S(C)(=O)=O)[N:20]=2)[S:12][C:13]=1[C:14]1[NH:18][CH:17]=[N:16][N:15]=1.O1CCCC1.[CH3:36][NH2:37]>>[Cl:1][C:2]1[CH:7]=[C:6]([Cl:8])[CH:5]=[CH:4][C:3]=1[C:9]1[C:10]([C:29]#[N:30])=[C:11]([C:19]2[CH:24]=[CH:23][N:22]=[C:21]([NH:37][CH3:36])[N:20]=2)[S:12][C:13]=1[C:14]1[NH:18][CH:17]=[N:16][N:15]=1. Procedure details: 4-(2,4-dichlorophenyl)-2-[2-(methylsulfonyl)pyrimidin-4-yl]-5-(4H-1,2,4-triazol-3-yl)thiophene-3-carbonitrile (0.047 g, 0.10 mmol) was dissolved in 2.0 M of Methylamine in Tetrahydrofuran (1.74 mL, 0.00349 mol) and the mixture was stirred at room temperature for 1 hour. The solvent was concentrated in vacuo and the residue was purified using ISCO chromatography on silica gel, elution 30% ethyl acetate in hexanes to ethyl acetate to afford the title compound (0.037 g, 81%). LCMS: (FA) ES+, 428, 4... The reactants are C1(=CC=CC=C1)C=1SC2=C(C(NC=C2)=O)N1 (2-Phenyl-5H-thiazolo[4,5-c]pyridin-4-one), BrBr (bromine), O (water). Solvent: C(C)(=O)O (acetic acid). The product is BrC=1C2=C(C(NC1)=O)N=C(S2)C2=CC=CC=C2 (7-Bromo-2-phenyl-5H-thiazolo[4,5-c]pyridin-4-one). Isolated yield 98.0%. RXN SMILES: [C:1]1([C:7]2[S:8][C:9]3[CH:14]=[CH:13][NH:12][C:11](=[O:15])[C:10]=3[N:16]=2)[CH:6]=[CH:5][CH:4]=[CH:3][CH:2]=1.[Br:17]Br.O>C(O)(=O)C>[Br:17][C:14]1[C:9]2[S:8][C:7]([C:1]3[CH:2]=[CH:3][CH:4]=[CH:5][CH:6]=3)=[N:16][C:10]=2[C:11](=[O:15])[NH:12][CH:13]=1. Reported procedure: A solution of 2-phenyl-5H-thiazolo[4,5-c]pyridin-4-one 44 (400 mg, 1.75 mmol) in acetic acid (5 mL) at rt was treated with bromine (320 mg, 1.93 mmol) and the resulting mixture was heated at reflux for 30 min. After cooling to rt, water (20 mL) was added to the mixture. The yellow solid which formed was filtered, washed with water and dried in the air to afford 45 (527 mg). 1H NMR (400 MHz, d6-DMSO) δ: 7.57 (m, 3H), 7.70 (s, 1H), 8.05 (m, 2H). MS (EI) m/z (M+H+) 308. The reactants are [N+](=O)([O-])C1=CC=C(C=C1)N1C[C@@H](CC1)NC(C)=O (N-[(3R)-1-(4-nitrophenyl)pyrrolidin-3-yl]acetamide). Reagents/catalysts: [Pd] (palladium/carbon). Run in alcohol. Yields the product NC1=CC=C(C=C1)N1C[C@@H](CC1)NC(C)=O (N-[(3R)-1-(4-aminophenyl)pyrrolidin-3-yl]acetamide). Yield: 95.0%. Reaction SMILES: [N+:1]([C:4]1[CH:9]=[CH:8][C:7]([N:10]2[CH2:14][CH2:13][C@@H:12]([NH:15][C:16](=[O:18])[CH3:17])[CH2:11]2)=[CH:6][CH:5]=1)([O-])=O>[Pd]>[NH2:1][C:4]1[CH:5]=[CH:6][C:7]([N:10]2[CH2:14][CH2:13][C@@H:12]([NH:15][C:16](=[O:18])[CH3:17])[CH2:11]2)=[CH:8][CH:9]=1. Procedure: N-[(3R)-1-(4-nitrophenyl)pyrrolidin-3-yl]acetamide (Method 42; 4.5 g, 18 mmol) hydrogenated over 10% palladium/carbon at room temperature and 1 atmosphere pressure in absolute alcohol (200 ml). After filtration of the catalyst and evaporation at reduced pressure gave N-[(3R)-1-(4-aminophenyl)pyrrolidin-3-yl]acetamide as a red oil (3.75 g, 95%). NMR (CDCl3): 1.97 (s, 3H), 1.89-2.03 (m, 1H), 2.22-2.34 (m, 1H), 2.54 (s, 2H), 3.06-3.27 (m, 2H), 3.34-3.48 (m, 2H), 4.52-4.68 (m, 1H), 5.79 (brs, 1H), 6... Starting materials: ClC=1C=C(C=C(C1)Cl)[C@H]1N(CC[C@H](C1)C1=CC(NO1)=O)C(=O)OC ((2S,4R)-Methyl 2-(3,5-dichlorophenyl)-4-(3-oxo-2,3-dihydroisoxazol-5-yl)piperidine-1-carboxylate), Br (hydrogen bromide). Run at time 8 hour. The product is ClC=1C=C(C=C(C1)Cl)[C@H]1NCC[C@H](C1)C1=CC(NO1)=O (5-((2S,4R)-2-(3,5-dichlorophenyl)piperidin-4-yl)isoxazol-3(2H)-one). Yield: 60.4%. Reaction SMILES: [Cl:1][C:2]1[CH:3]=[C:4]([C@@H:9]2[CH2:14][C@H:13]([C:15]3[O:19][NH:18][C:17](=[O:20])[CH:16]=3)[CH2:12][CH2:11][N:10]2C(OC)=O)[CH:5]=[C:6]([Cl:8])[CH:7]=1.Br>>[Cl:8][C:6]1[CH:5]=[C:4]([C@@H:9]2[CH2:14][C@H:13]([C:15]3[O:19][NH:18][C:17](=[O:20])[CH:16]=3)[CH2:12][CH2:11][NH:10]2)[CH:3]=[C:2]([Cl:1])[CH:7]=1. Reported procedure: (2S,4R)-Methyl 2-(3,5-dichlorophenyl)-4-(3-oxo-2,3-dihydroisoxazol-5-yl)piperidine-1-carboxylate (1 g, 2.69 mmol) (from example 55, step 3) was dissolved in hydrogen bromide (33% in AcOH, 4.67 mL, 80.82 mmol) and stirred overnight. Evaporated and the residue purified by preparative HPLC (Instrument: FractionLynx II, Mobilphase: gradient 5-95% MeCN in 0.2% NH3, pH 10, Column: Xbridge Prep C18 5 μm OBD 19*150 mm) to yield 5-((2S,4R)-2-(3,5-dichlorophenyl)piperidin-4-yl)isoxazol-3(2H)-one (509 mg, ... The reactants are C, O=S(=O)(Cl)Cl, c1ccncc1, NC(=O)c1cccc(Cc2ccc(OCc3ccc4ccccc4n3)cc2)c1. Product: N#Cc1cccc(Cc2ccc(OCc3ccc4ccccc4n3)cc2)c1. As a reaction SMILES: [CH4:34].[S:29]([Cl:30])([Cl:31])(=[O:32])=[O:33].[cH:35]1[cH:36][cH:37][n:38][cH:39][cH:40]1.[n:1]1[c:2]([CH2:11][O:12][c:13]2[cH:14][cH:15][c:16]([CH2:17][c:18]3[cH:19][c:20]([C:21](=[O:22])[NH2:23])[cH:24][cH:25][cH:26]3)[cH:27][cH:28]2)[cH:3][cH:4][c:5]2[cH:6][cH:7][cH:8][cH:9][c:10]12>>[n:1]1[c:2]([CH2:11][O:12][c:13]2[cH:14][cH:15][c:16]([CH2:17][c:18]3[cH:19][c:20]([C:21]#[N:23])[cH:24][cH:25][cH:26]3)[cH:27][cH:28]2)[cH:3][cH:4][c:5]2[cH:6][cH:7][cH:8][cH:9][c:10]12. The reactants are C(CCCCCCC\C=C/C\C=C/CCCCC)(=O)O (linolic acid), P(Cl)(Cl)(Cl)(Cl)Cl (phosphorus pentachloride). Solvent: C1=CC=CC=C1 (benzene). Conditions: time 12 hour. The product is C(CCCCCCC\C=C/C\C=C/CCCCC)(=O)Cl (linolic acid chloride). The yield is 65.9%. As a reaction SMILES: [C:1]([OH:20])(=O)[CH2:2][CH2:3][CH2:4][CH2:5][CH2:6][CH2:7][CH2:8]/[CH:9]=[CH:10]\[CH2:11]/[CH:12]=[CH:13]\[CH2:14][CH2:15][CH2:16][CH2:17][CH3:18].P(Cl)(Cl)(Cl)(Cl)[Cl:22]>C1C=CC=CC=1>[C:1]([Cl:22])(=[O:20])[CH2:2][CH2:3][CH2:4][CH2:5][CH2:6][CH2:7][CH2:8]/[CH:9]=[CH:10]\[CH2:11]/[CH:12]=[CH:13]\[CH2:14][CH2:15][CH2:16][CH2:17][CH3:18]. Reported procedure: A solution of 20.0 g of linolic acid in 70 ml of dry benzene was placed in a flask and kept swept therein with nitrogen for displacement of the entrapped air and 14.8 g of phosphorus pentachloride was added meanwhile thereto as divided in five split portions. The resultant reaction mixture was stirred at normal room temperature for 12 hours and then refluxed for two hours. Then, the reaction solution was distilled to expel benzene and the products of a secondary reaction, i.e. phosphoryl trichlo... The reactants are [Na].C(=O)(OCC)CC1=NNC(=N1)S (3-carbethoxymethyl-1,2,4-triazole-5-thiol sodium salt), CC(=O)OCC1=C(N2[C@@H]([C@@H](C2=O)N)SC1)C(=O)O (7-aminocephalosporanic acid). The product is NC1[C@@H]2N(C(=C(CS2)CSC2=NNC(=N2)CC(=O)OCC)C(=O)O)C1=O (7-Amino-3-(5-carbethoxymethyl-1,2,4-triazol-3-ylthiomethyl)-3-cephem-4-carboxylic acid). RXN SMILES: [Na].[C:2]([CH2:7][C:8]1[N:12]=[C:11]([SH:13])[NH:10][N:9]=1)([O:4][CH2:5][CH3:6])=[O:3].CC(O[CH2:18][C:19]1[CH2:28][S:27][C@@H:22]2[C@H:23]([NH2:26])[C:24](=[O:25])[N:21]2[C:20]=1[C:29]([OH:31])=[O:30])=O>>[NH2:26][CH:23]1[C:24](=[O:25])[N:21]2[C:20]([C:29]([OH:31])=[O:30])=[C:19]([CH2:18][S:13][C:11]3[N:12]=[C:8]([CH2:7][C:2]([O:4][CH2:5][CH3:6])=[O:3])[NH:9][N:10]=3)[CH2:28][S:27][C@H:22]12 |f:0.1,^1:0|. Procedure details: Reaction of 3-carbethoxymethyl-1,2,4-triazole-5-thiol sodium salt, prepared as described in Example 8, and 7-aminocephalosporanic acid according to the procedure described in Example 8 gives the title compound. The reactants are O=S(=O)(NCCBr)c1ccc(S(=O)(=O)Nc2cccc3c(Cl)c[nH]c23)cc1, CN(C)C=O, c1c[nH]cn1. Yields the product O=S(=O)(NCCn1ccnc1)c1ccc(S(=O)(=O)Nc2cccc3c(Cl)c[nH]c23)cc1. Reaction SMILES: [Br:1][CH2:2][CH2:3][NH:4][S:5](=[O:6])(=[O:7])[c:8]1[cH:9][cH:10][c:11]([S:14](=[O:15])(=[O:16])[NH:17][c:18]2[cH:19][cH:20][cH:21][c:22]3[c:23]([Cl:27])[cH:24][nH:25][c:26]23)[cH:12][cH:13]1.[CH3:33][N:34]([CH3:35])[CH:36]=[O:37].[nH:28]1[cH:29][n:30][cH:31][cH:32]1>>[CH2:2]([CH2:3][NH:4][S:5](=[O:6])(=[O:7])[c:8]1[cH:9][cH:10][c:11]([S:14](=[O:15])(=[O:16])[NH:17][c:18]2[cH:19][cH:20][cH:21][c:22]3[c:23]([Cl:27])[cH:24][nH:25][c:26]23)[cH:12][cH:13]1)[n:28]1[cH:29][n:30][cH:31][cH:32]1.